From a dataset of the Open Reaction Database (ORD), a public repository of structured organic reaction records. describe an organic reaction: reactants, conditions, products, and yield The reactants are O=C1CCC(=O)N1Br, ClC(Cl)(Cl)Cl, COC(=O)c1cc2cc(C)cc([N+](=O)[O-])c2n1C(=O)OC(C)(C)C, CC(C)(C#N)N=NC(C)(C)C#N. Yields the product COC(=O)c1cc2cc(CBr)cc([N+](=O)[O-])c2n1C(=O)OC(C)(C)C. Reaction SMILES: [Br:25][N:26]1[C:27](=[O:28])[CH2:29][CH2:30][C:31]1=[O:32].[C:45]([Cl:46])([Cl:47])([Cl:48])[Cl:49].[CH3:1][O:2][C:3](=[O:4])[c:5]1[n:6]([C:18](=[O:19])[O:20][C:21]([CH3:22])([CH3:23])[CH3:24])[c:7]2[c:8]([N+:15](=[O:16])[O-:17])[cH:9][c:10]([CH3:14])[cH:11][c:12]2[cH:13]1.[N:33]#[C:34][C:35]([N:36]=[N:37][C:38]([C:39]#[N:40])([CH3:41])[CH3:42])([CH3:43])[CH3:44]>>[CH3:1][O:2][C:3](=[O:4])[c:5]1[n:6]([C:18](=[O:19])[O:20][C:21]([CH3:22])([CH3:23])[CH3:24])[c:7]2[c:8]([N+:15](=[O:16])[O-:17])[cH:9][c:10]([CH2:14][Br:25])[cH:11][c:12]2[cH:13]1.